This data is from the Open Reaction Database (ORD), a public repository of structured organic reaction records. The task is: describe an organic reaction: reactants, conditions, products, and yield Procedure details: The preparation was carried out analogously to preparation example 1 using isopropyl 4,4,4-trifluoro-3-oxobutyrate and triisopropyl orthoformate. The product is C(C)(C)OC=C(C(=O)OC(C)C)C(C(F)(F)F)=O (isopropyl 2-isopropoxymethylene-4,4,4-trifluoro-3-oxobutyrate). RXN SMILES: [F:1][C:2]([F:13])([F:12])[C:3](=[O:11])[CH2:4][C:5]([O:7][CH:8]([CH3:10])[CH3:9])=[O:6].[CH:14](OC(C)C)(OC(C)C)[O:15][CH:16]([CH3:18])[CH3:17]>>[CH:16]([O:15][CH:14]=[C:4]([C:3](=[O:11])[C:2]([F:12])([F:13])[F:1])[C:5]([O:7][CH:8]([CH3:10])[CH3:9])=[O:6])([CH3:18])[CH3:17]. Reactants: FC(C(CC(=O)OC(C)C)=O)(F)F (isopropyl 4,4,4-trifluoro-3-oxobutyrate), C(OC(C)C)(OC(C)C)OC(C)C (triisopropyl orthoformate). Starting materials: CN(C)c1ccncc1, CCOC(C)=O, O=C(Cl)Oc1ccccc1, Cc1cc(OC(F)F)nc(N)n1, C1CCOC1. Product: Cc1cc(OC(F)F)nc(NC(=O)Oc2ccccc2)n1. As a reaction SMILES: [CH3:23][N:24]([CH3:25])[c:26]1[cH:27][cH:28][n:29][cH:30][cH:31]1.[CH3:37][CH2:38][O:39][C:40](=[O:41])[CH3:42].[Cl:1][C:2](=[O:3])[O:4][c:5]1[cH:6][cH:7][cH:8][cH:9][cH:10]1.[NH2:11][c:12]1[n:13][c:14]([CH3:22])[cH:15][c:16]([O:18][CH:19]([F:20])[F:21])[n:17]1.[O:32]1[CH2:33][CH2:34][CH2:35][CH2:36]1>>[C:2](=[O:3])([O:4][c:5]1[cH:6][cH:7][cH:8][cH:9][cH:10]1)[NH:11][c:12]1[n:13][c:14]([CH3:22])[cH:15][c:16]([O:18][CH:19]([F:20])[F:21])[n:17]1.